This data is from the Open Reaction Database (ORD), a public repository of structured organic reaction records. The task is: describe an organic reaction: reactants, conditions, products, and yield Starting materials: ClC1=CC2=C(O[C@@H](CO2)COS(=O)(=O)C2=CC=C(C=C2)C)C=C1Cl (Toluene-4-sulfonic acid (2S)-6,7-dichloro-2,3-dihydro-benzo[1,4]dioxin-2-ylmethyl ester), C1(C=2C(C(N1)=O)=CC=CC2)=O.[K] (potassium phthalimide), O (water). The solvent is CN(C)C=O (DMF). Reaction conditions: time 30 minute. The product is ClC1=CC2=C(O[C@H](CO2)CN2C(C3=CC=CC=C3C2=O)=O)C=C1Cl ((2S)-2-(6,7-dichloro-2,3-dihydro-benzo[1,4]dioxin-2-ylmethyl)-isoindole-1,3-dione). Yield: 80.4%. RXN SMILES: [Cl:1][C:2]1[C:23]([Cl:24])=[CH:22][C:5]2[O:6][C@H:7]([CH2:10]OS(C3C=CC(C)=CC=3)(=O)=O)[CH2:8][O:9][C:4]=2[CH:3]=1.[C:25]1(=[O:35])[NH:29][C:28](=[O:30])[C:27]2=[CH:31][CH:32]=[CH:33][CH:34]=[C:26]12.[K].O>CN(C=O)C>[Cl:1][C:2]1[C:23]([Cl:24])=[CH:22][C:5]2[O:6][C@@H:7]([CH2:10][N:29]3[C:25](=[O:35])[C:26]4[C:27](=[CH:31][CH:32]=[CH:33][CH:34]=4)[C:28]3=[O:30])[CH2:8][O:9][C:4]=2[CH:3]=1 |f:1.2,^1:35|. Procedure details: Toluene-4-sulfonic acid (2S)-6,7-dichloro-2,3-dihydro-benzo[1,4]dioxin-2-ylmethyl ester (8.0 g, 20.5 mmol) was combined with potassium phthalimide (6.1 g, 33 mmol) in DMF (75 mL) and heated to reflux for 1 h, cooled to room temperature and poured into vigorously stirring water (0.5 L) and then stirred 30 min. White solid was filtered and the solid was washed several times with water, 2% NaOH, and water again and then let air dry to yield (2S)-2-(6,7-dichloro-2,3-dihydro-benzo[1,4]dioxin-2-ylmeth... The reactants are OC1=NC2=CC=CC=C2C(=C1)NC1=CC(=C(C=C1)Cl)Cl (2-Hydroxy-4-(3,4-dichlorophenyl)aminoquinoline), O=P(Cl)(Cl)Cl (POCl3). Product: ClC1=NC2=CC=CC=C2C(=C1)NC1=CC(=C(C=C1)Cl)Cl (2-Chloro4-(3,4-dichlorophenyl)aminoquinoline). Yield: 68.0%. Reaction SMILES: O[C:2]1[CH:11]=[C:10]([NH:12][C:13]2[CH:18]=[CH:17][C:16]([Cl:19])=[C:15]([Cl:20])[CH:14]=2)[C:9]2[C:4](=[CH:5][CH:6]=[CH:7][CH:8]=2)[N:3]=1.O=P(Cl)(Cl)[Cl:23]>>[Cl:23][C:2]1[CH:11]=[C:10]([NH:12][C:13]2[CH:18]=[CH:17][C:16]([Cl:19])=[C:15]([Cl:20])[CH:14]=2)[C:9]2[C:4](=[CH:5][CH:6]=[CH:7][CH:8]=2)[N:3]=1. Procedure: Prepared using general procedure 3; 2-Hydroxy-4-(3,4-dichlorophenyl)aminoquinoline (1.5 g, 4.9 mmol) and 9.2 mL of POCl3 were heated to 120° C. for 4 h. Isolation afforded 1.075 g of material (3.32 mmol, 68%). 1H NMR (300 MHz, DMSO): 9.61(s, 1H), 8.40(d, 1H, J=8.07 Hz), 7.82(m, 2H), 7.65(m, 3H), 7.45(dd, 1H, J=8.68, 2.63 Hz), 6.87(s, 1H). Starting materials: [OH-].[Na+] (NaOH), solution, B(Cl)(Cl)Cl (boron trichloride), C1=C(C=CC2=CC=CC=C12)O (β-naphthol), [Cl-].[Al+3].[Cl-].[Cl-] (aluminium chloride), CSC#N (methyl thiocyanate), Cl (HCl). Run in ClCCCl (1,2-dichloroethane), ClCCCl (1,2-dichloroethane). Run at time 3 hour. The product is C(#N)C1=C(C=CC2=CC=CC=C12)O (1-cyano-2-naphthol). The yield is 88.0%. RXN SMILES: B(Cl)(Cl)Cl.[CH:5]1[C:14]2[C:9](=[CH:10][CH:11]=[CH:12][CH:13]=2)[CH:8]=[CH:7][C:6]=1[OH:15].[Cl-].[Al+3].[Cl-].[Cl-].[OH-].[Na+].Cl.CS[C:25]#[N:26]>ClCCCl>[C:25]([C:5]1[C:14]2[C:9](=[CH:10][CH:11]=[CH:12][CH:13]=2)[CH:8]=[CH:7][C:6]=1[OH:15])#[N:26] |f:2.3.4.5,6.7|. Procedure details: To 6 ml of a solution of 2.02M of boron trichloride in 1,2-dichloroethane were added a solution of 1.44 g of β-naphthol in 30 ml of 1,2-dichloroethane, 0.82 ml of methyl thiocyanate and 1.33 g of aluminium chloride under ice-cooling. After stirring at room temperature for 3 hr., the reaction mixture was poured into 33 ml of 4N aqueous NaOH and stirred at 75°-78° C. on an oil bath for 30 min. The reaction solution was mixed with 30 ml of 6N HCl and extracted with ether. After drying the ether lay...